The task is: describe an organic reaction: reactants, conditions, products, and yield. This data is from the Open Reaction Database (ORD), a public repository of structured organic reaction records. Reactants: C(O)(O)=O.NC(=N)N (guanidine carbonate), C[O-].[Na+] (sodium methoxide), ClC1=CC2=C(C(C(CN=C2C2=C(C=CC=C2)Cl)=CN(C)C)=O)C=C1 (8-chloro-1-(2-chlorophenyl)-3,4-dihydro-4-[(dimethylamino)methylene]-5H-2-benzazepin-5-one). The solvent is O (water), CO (methanol), CO (methanol). Yields the product NC=1N=CC=2CN=C(C3=C(C2N1)C=CC(=C3)Cl)C3=C(C=CC=C3)Cl (2-amino-9-chloro-7-(2-chlorophenyl)-5H-pyrimido[5,4-d][2]benzazepine). RXN SMILES: C(=O)(O)O.[NH2:5][C:6]([NH2:8])=[NH:7].C[O-].[Na+].[Cl:12][C:13]1[CH:35]=[CH:34][C:16]2[C:17](=O)[C:18](=[CH:29]N(C)C)[CH2:19][N:20]=[C:21]([C:22]3[CH:27]=[CH:26][CH:25]=[CH:24][C:23]=3[Cl:28])[C:15]=2[CH:14]=1>CO.O>[NH2:7][C:6]1[N:8]=[CH:29][C:18]2[CH2:19][N:20]=[C:21]([C:22]3[CH:27]=[CH:26][CH:25]=[CH:24][C:23]=3[Cl:28])[C:15]3[CH:14]=[C:13]([Cl:12])[CH:35]=[CH:34][C:16]=3[C:17]=2[N:5]=1 |f:0.1,2.3|. Procedure: In two equal portions 14.4 g (80 mmole) of guanidine carbonate and 20 ml (82 mmole) of 4.12M methanol solution of sodium methoxide was added over 90 min to a solution of 3.6 g (10 mmole) of 8-chloro-1-(2-chlorophenyl)-3,4-dihydro-4-[(dimethylamino)methylene]-5H-2-benzazepin-5-one in 100 ml of methanol. The mixture was diluted with water and extracted with methylene chloride. The methylene chloride solution was dried over anhydrous sodium sulfate and concentrated at reduced pressure to give a yel... Reactants: CN(CCNC(=O)C=1C(=NC(=NC1C)C1=CC=CC=C1)C1=CC(=CC=C1)[N+](=O)[O-])C (N-(2-dimethylaminoethyl)-6-methyl-4-(3-nitrophenyl)-2-phenyl-5-pyrimidinecarboxamide), CI (methyl iodide). Run in C(C)(=O)OCC (ethyl acetate). Yields the product [I-].C[N+](CCNC(=O)C=1C(=NC(=NC1C)C1=CC=CC=C1)C1=CC(=CC=C1)[N+](=O)[O-])(C)C (N-(2-trimethylammonioethyl)-6-methyl-4-(3-nitrophenyl)-2-phenyl-5-pyrimidinecarboxamide iodide). As a reaction SMILES: [CH3:1][N:2]([CH3:30])[CH2:3][CH2:4][NH:5][C:6]([C:8]1[C:9]([C:21]2[CH:26]=[CH:25][CH:24]=[C:23]([N+:27]([O-:29])=[O:28])[CH:22]=2)=[N:10][C:11]([C:15]2[CH:20]=[CH:19][CH:18]=[CH:17][CH:16]=2)=[N:12][C:13]=1[CH3:14])=[O:7].[CH3:31][I:32]>C(OCC)(=O)C>[I-:32].[CH3:30][N+:2]([CH3:31])([CH3:1])[CH2:3][CH2:4][NH:5][C:6]([C:8]1[C:9]([C:21]2[CH:26]=[CH:25][CH:24]=[C:23]([N+:27]([O-:29])=[O:28])[CH:22]=2)=[N:10][C:11]([C:15]2[CH:20]=[CH:19][CH:18]=[CH:17][CH:16]=2)=[N:12][C:13]=1[CH3:14])=[O:7] |f:3.4|. Procedure details: A solution of N-(2-dimethylaminoethyl)-6-methyl-4-(3-nitrophenyl)-2-phenyl-5-pyrimidinecarboxamide (1 g) and methyl iodide (10.46 ml) in ethyl acetate (2 ml) was stirred for 5 days at room temperature. The reaction mixture was evaporated and the residue was recrystallized from ethyl alcohol to afford N-(2-trimethylammonioethyl)-6-methyl-4-(3-nitrophenyl)-2-phenyl-5-pyrimidinecarboxamide iodide (0.95 g). The reactants are COC(=O)C1=CN=C(S1)CCC=1C(=NOC1C)CCCC (2-[2-(3-butyl-5-methyl-isoxazol-4-yl)-ethyl]-thiazole-5-carboxylic acid methyl ester), NC(CO)C (rac-2-amino-1-propanol). Isolated yield 44.0%. Run in C1(=CC=CC=C1)C (toluene). As a reaction SMILES: CO[C:3]([C:5]1[S:9][C:8]([CH2:10][CH2:11][C:12]2[C:13]([CH2:18][CH2:19][CH2:20][CH3:21])=[N:14][O:15][C:16]=2[CH3:17])=[N:7][CH:6]=1)=[O:4].[NH2:22][CH:23]([CH3:26])[CH2:24][OH:25]>C1(C)C=CC=CC=1>[OH:25][CH2:24][CH:23]([NH:22][C:3]([C:5]1[S:9][C:8]([CH2:10][CH2:11][C:12]2[C:13]([CH2:18][CH2:19][CH2:20][CH3:21])=[N:14][O:15][C:16]=2[CH3:17])=[N:7][CH:6]=1)=[O:4])[CH3:26]. Procedure: To a stirred solution of 2-[2-(3-butyl-5-methyl-isoxazol-4-yl)-ethyl]-thiazole-5-carboxylic acid methyl ester (170 mg, 0.55 mmol) in toluene (0.5 mL) was added rac-2-amino-1-propanol (83 mg, 1.1 mmol) and TBD (23 mg, 0.017 mmol). After 15 h the reaction mixture was concentrated in vacuo then purified by chromatography (silica, 0 to 7% methanol in dichloromethane) to give the title compound (85 mg, 44%) as a pale yellow oil. Yields the product OCC(C)NC(=O)C1=CN=C(S1)CCC=1C(=NOC1C)CCCC (2-[2-(3-Butyl-5-methyl-isoxazol-4-yl)-ethyl]-thiazole-5-carboxylic acid (2-hydroxy-1-methyl-ethyl)-amide). Reaction SMILES: C([O:4][C@H:5]1[CH2:10][CH2:9][C@H:8]([CH2:11][CH2:12][CH2:13][CH2:14][CH2:15][C:16]2[C:21](=[O:22])[C:20]([O:23][CH3:24])=[C:19]([O:25][CH3:26])[C:18](=[O:27])[C:17]=2[CH3:28])[CH2:7][CH2:6]1)(=O)C>Cl.CO>[OH:4][C@H:5]1[CH2:10][CH2:9][C@H:8]([CH2:11][CH2:12][CH2:13][CH2:14][CH2:15][C:16]2[C:21](=[O:22])[C:20]([O:23][CH3:24])=[C:19]([O:25][CH3:26])[C:18](=[O:27])[C:17]=2[CH3:28])[CH2:7][CH2:6]1 |f:1.2|. Solvent: Cl.CO (hydrochloric acid methanol). Procedure: trans-6-[5-(4-Acetoxycyclohexyl)pentyl]-2,3-dimethoxy-5-methyl-1,4-benzoquinone (0.415 g) is dissolved in hydrochloric acid-methanol (1.180, 10 ml), and the mixture is stirred at room temperature for 24 hours. The solvent is distilled off under reduced pressure, and the residue is dissolved in ether, washed with aqueous sodium hydrogen carbonate and then with water and dried. The ether is distilled off and the residue is subjected to silica gel column chromatography. Recrystallization of the des... Reaction conditions: time 24 hour. Reactants: C(C)(=O)O[C@@H]1CC[C@H](CC1)CCCCCC1=C(C(C(=C(C1=O)OC)OC)=O)C (trans-6-[5-(4-Acetoxycyclohexyl)pentyl]-2,3-dimethoxy-5-methyl-1,4-benzoquinone). Product: O[C@@H]1CC[C@H](CC1)CCCCCC1=C(C(C(=C(C1=O)OC)OC)=O)C (trans-6-[5-(4-hydroxycyclohexyl)pentyl]-2,3-dimethoxy-5-methyl-1,4-benzoquinone). The reactants are CC(C)O, O=C(Nc1c(F)cccc1F)c1cccc(-c2nc3ccccn3c2-c2ccnc(Cl)n2)c1, ClCCl, COc1cc(N2CCC(N(C)C)CC2)ccc1N, Cc1ccc(S(=O)(=O)O)cc1. Product: COc1cc(N2CCC(N(C)C)CC2)ccc1Nc1nccc(-c2c(-c3cccc(C(=O)Nc4c(F)cccc4F)c3)nc3ccccn23)n1. As a reaction SMILES: [CH:63]([OH:64])([CH3:65])[CH3:66].[Cl:1][c:2]1[n:3][cH:4][cH:5][c:6](-[c:8]2[c:9](-[c:17]3[cH:18][c:19]([C:20](=[O:21])[NH:22][c:23]4[c:24]([F:30])[cH:25][cH:26][cH:27][c:28]4[F:29])[cH:31][cH:32][cH:33]3)[n:10][c:11]3[n:12]2[cH:13][cH:14][cH:15][cH:16]3)[n:7]1.[Cl:67][CH2:68][Cl:69].[NH2:34][c:35]1[c:36]([O:50][CH3:51])[cH:37][c:38]([N:41]2[CH2:42][CH2:43][CH:44]([N:47]([CH3:48])[CH3:49])[CH2:45][CH2:46]2)[cH:39][cH:40]1.[c:52]1([CH3:53])[cH:54][cH:55][c:56]([S:57]([OH:58])(=[O:59])=[O:60])[cH:61][cH:62]1>>[c:2]1([NH:34][c:35]2[c:36]([O:50][CH3:51])[cH:37][c:38]([N:41]3[CH2:42][CH2:43][CH:44]([N:47]([CH3:48])[CH3:49])[CH2:45][CH2:46]3)[cH:39][cH:40]2)[n:3][cH:4][cH:5][c:6](-[c:8]2[c:9](-[c:17]3[cH:18][c:19]([C:20](=[O:21])[NH:22][c:23]4[c:24]([F:30])[cH:25][cH:26][cH:27][c:28]4[F:29])[cH:31][cH:32][cH:33]3)[n:10][c:11]3[n:12]2[cH:13][cH:14][cH:15][cH:16]3)[n:7]1. Starting materials: N#Cc1ccc(C(=O)Cl)cc1, N. The product is N#Cc1ccc(C(N)=O)cc1. RXN SMILES: [C:1](#[N:2])[c:3]1[cH:4][cH:5][c:6]([C:7](=[O:8])[Cl:9])[cH:10][cH:11]1.[NH3:12]>>[C:1](#[N:2])[c:3]1[cH:4][cH:5][c:6]([C:7](=[O:8])[NH2:12])[cH:10][cH:11]1. Reaction SMILES: [CH:17]1([NH2:27])[CH2:18][CH2:19][CH2:20][c:21]2[cH:22][cH:23][cH:24][cH:25][c:26]21.[Cl:1][c:2]1[cH:3][cH:4][c:5]([S:8][c:9]2[cH:10][c:11]([CH:12]=[O:13])[cH:14][cH:15][cH:16]2)[cH:6][cH:7]1>>[Cl:1][c:2]1[cH:3][cH:4][c:5]([S:8][c:9]2[cH:10][c:11]([CH2:12][NH:27][CH:17]3[CH2:18][CH2:19][CH2:20][c:21]4[cH:22][cH:23][cH:24][cH:25][c:26]43)[cH:14][cH:15][cH:16]2)[cH:6][cH:7]1. Yields the product Clc1ccc(Sc2cccc(CNC3CCCc4ccccc43)c2)cc1. Reactants: NC1CCCc2ccccc21, O=Cc1cccc(Sc2ccc(Cl)cc2)c1.